From a dataset of the Open Reaction Database (ORD), a public repository of structured organic reaction records. describe an organic reaction: reactants, conditions, products, and yield Reactants: CCOC(=O)c1cn(-c2ccc3c(c2)CCC3)c2nc(Nc3cccc(C(=O)N(C)C)c3)ncc2c1=O, CCN, CO. Yields the product CCNC(=O)c1cn(-c2ccc3c(c2)CCC3)c2nc(Nc3cccc(C(=O)N(C)C)c3)ncc2c1=O. Reaction SMILES: [CH2:1]([O:3][C:4](=[O:2])[c:6]1[c:7](=[O:37])[c:8]2[c:9]([n:10][c:11]([NH:14][c:15]3[cH:16][c:17]([C:21]([N:22]([CH3:23])[CH3:24])=[O:25])[cH:18][cH:19][cH:20]3)[n:12][cH:13]2)[n:26](-[c:28]2[cH:29][c:30]3[c:34]([cH:35][cH:36]2)[CH2:33][CH2:32][CH2:31]3)[cH:27]1)[CH3:5].[CH3:38][CH2:39][NH2:40].[CH3:41][OH:42]>>[O:3]=[C:4]([c:6]1[c:7](=[O:37])[c:8]2[c:9]([n:10][c:11]([NH:14][c:15]3[cH:16][c:17]([C:21]([N:22]([CH3:23])[CH3:24])=[O:25])[cH:18][cH:19][cH:20]3)[n:12][cH:13]2)[n:26](-[c:28]2[cH:29][c:30]3[c:34]([cH:35][cH:36]2)[CH2:33][CH2:32][CH2:31]3)[cH:27]1)[NH:40][CH2:39][CH3:38]. The reactants are C(C)OC(COC1=C(C=C(C=C1)O)C)=O ((4-hydroxy-2-methyl-phenoxy)-acetic acid ethyl ester), FC(OC1=CC=C(C=C1)C#CCCCOS(=O)(=O)C)(F)F (methanesulfonic acid 5-(4-trifluoromethoxy-phenyl)-pent-4-ynyl ester), [Na+].[I-] (NaI), C(=O)([O-])[O-].[Cs+].[Cs+] (Cs2CO3). Run in C(C)#N (acetonitrile). Run at time 4.75 hour. Yields the product C(C)OC(COC1=C(C=C(C=C1)OCCCC#CC1=CC=C(C=C1)OC(F)(F)F)C)=O ({2-Methyl-4-[5-(4-trifluoromethoxy-phenyl)-pent-4-ynyloxy]-phenoxy}-acetic acid ethyl ester). Yield: 63.0%. As a reaction SMILES: [CH2:1]([O:3][C:4](=[O:15])[CH2:5][O:6][C:7]1[CH:12]=[CH:11][C:10]([OH:13])=[CH:9][C:8]=1[CH3:14])[CH3:2].[F:16][C:17]([F:36])([F:35])[O:18][C:19]1[CH:24]=[CH:23][C:22]([C:25]#[C:26][CH2:27][CH2:28][CH2:29]OS(C)(=O)=O)=[CH:21][CH:20]=1.[Na+].[I-].C([O-])([O-])=O.[Cs+].[Cs+]>C(#N)C>[CH2:1]([O:3][C:4](=[O:15])[CH2:5][O:6][C:7]1[CH:12]=[CH:11][C:10]([O:13][CH2:29][CH2:28][CH2:27][C:26]#[C:25][C:22]2[CH:23]=[CH:24][C:19]([O:18][C:17]([F:16])([F:35])[F:36])=[CH:20][CH:21]=2)=[CH:9][C:8]=1[CH3:14])[CH3:2] |f:2.3,4.5.6|. Procedure: To a solution of 110 mg (0.52 mmol) (4-hydroxy-2-methyl-phenoxy)-acetic acid ethyl ester (WO02092590) and 169 mg (0.52 mmol) methanesulfonic acid 5-(4-trifluoromethoxy-phenyl)-pent-4-ynyl ester (example 1G]) in 5 ml acetonitrile were added 15.7 mg (0.10 mmol) NaI and 188 mg (0.58 mmol) Cs2CO3. The mixture was stirred at room temperature for 2 days and for 4.75 h at reflux. After filtration, the solvent was evaporated. The residue was redissolved in dichloromethane, dried (Na2SO4), filtered and e... Starting materials: CNC(=S)NC1=C(C=CC(=C1)C)N1CCOCC1 (1-methyl-3-(5-methyl-2-morpholinophenyl)thiourea), CI (methyl iodide). The solvent is CC(=O)C (acetone). Product: I.CSC(NC1=C(C=CC(=C1)C)N1CCOCC1)=NC (2-methyl-1-(5-methyl-2-morpholinophenyl)-3-methyl-2-thiopseudourea hydroiodide). RXN SMILES: [CH3:1][NH:2][C:3]([NH:5][C:6]1[CH:11]=[C:10]([CH3:12])[CH:9]=[CH:8][C:7]=1[N:13]1[CH2:18][CH2:17][O:16][CH2:15][CH2:14]1)=[S:4].[CH3:19][I:20]>CC(C)=O>[IH:20].[CH3:19][S:4][C:3](=[N:2][CH3:1])[NH:5][C:6]1[CH:11]=[C:10]([CH3:12])[CH:9]=[CH:8][C:7]=1[N:13]1[CH2:14][CH2:15][O:16][CH2:17][CH2:18]1 |f:3.4|. Reported procedure: A mixture of 1-methyl-3-(5-methyl-2-morpholinophenyl)thiourea (6.4 g) and methyl iodide (3.8 g) in acetone (60 ml) was heated at reflux for 4 hours to give 2-methyl-1-(5-methyl-2-morpholinophenyl)-3-methyl-2-thiopseudourea hydroiodide as a pale yellow solid (m.p. 160°-161° C.). Starting materials: NC=1C=C(SC1C)C(=S)OC (methyl 4-amino-5-methylthiothiophene-2-carboxylate), C(C)(=O)OC=1C=C(C=O)C=CC1 (3-acetoxybenzaldehyde). The product is OC=1C=C(C=CC1)CNC=1C=C(SC1C)C(=S)OC (methyl 4-{[(3-hydroxyphenyl)methyl]amino}-5-methylthiothiophene-2-carboxylate). As a reaction SMILES: [NH2:1][C:2]1[CH:3]=[C:4]([C:8]([O:10][CH3:11])=[S:9])[S:5][C:6]=1[CH3:7].C([O:15][C:16]1[CH:17]=[C:18]([CH:21]=[CH:22][CH:23]=1)[CH:19]=O)(=O)C>>[OH:15][C:16]1[CH:17]=[C:18]([CH2:19][NH:1][C:2]2[CH:3]=[C:4]([C:8]([O:10][CH3:11])=[S:9])[S:5][C:6]=2[CH3:7])[CH:21]=[CH:22][CH:23]=1. Reported procedure: Using the procedure described in Example 220, step (a), 1.6 mg (0.30 mmol) of methyl 4-amino-5-methylthiothiophene-2-carboxylate, 49.5 mg (0.30 mmol) of 3-acetoxybenzaldehyde, and 135 mg (2.2 equiv, 0.63 mmol) of NaHB(OAC)3 were allowed to react to give methyl 4-{[(3-hydroxyphenyl)methyl]amino}-5-methylthiothiophene-2-carboxylate. Mass spectrum (ESI, m/z): Calcd. for C14H16NO3S2, 352.07 (M+H), found, 350. 2 (imine), 352.1. Procedure details: Prepared as in Example 166d from 1-(2-hydroxyethyl)pyrrolidin-2-one and 2,6-dinitrobenzonitrile in 74% yield. MS 276 (MH+). As a reaction SMILES: [OH:1][CH2:2][CH2:3][N:4]1[CH2:8][CH2:7][CH2:6][C:5]1=[O:9].[N+:10]([C:13]1[CH:20]=[CH:19][CH:18]=[C:17]([N+]([O-])=O)[C:14]=1[C:15]#[N:16])([O-:12])=[O:11]>>[N+:10]([C:13]1[CH:20]=[CH:19][CH:18]=[C:17]([O:1][CH2:2][CH2:3][N:4]2[CH2:8][CH2:7][CH2:6][C:5]2=[O:9])[C:14]=1[C:15]#[N:16])([O-:12])=[O:11]. The yield is 74.0%. The reactants are OCCN1C(CCC1)=O (1-(2-hydroxyethyl)pyrrolidin-2-one), [N+](=O)([O-])C1=C(C#N)C(=CC=C1)[N+](=O)[O-] (2,6-dinitrobenzonitrile). Product: [N+](=O)([O-])C1=C(C#N)C(=CC=C1)OCCN1C(CCC1)=O (2-nitro-6-(2-(2-oxopyrrolidin-1-yl)ethoxy)benzonitrile).